From a dataset of the Open Reaction Database (ORD), a public repository of structured organic reaction records. describe an organic reaction: reactants, conditions, products, and yield Reactants: C(C)(C)(C)C=1C=C(CN2C(O[C@H]3[C@@H](CS(C[C@H]23)(=O)=O)CC2=CC(=C(C=C2)[N+](=O)[O-])F)=O)C=CC1 ((3aR*,7S*,7aS*)-3-(3-tert-butyl-benzyl)-7-(3-fluoro-4-nitro-benzyl)-5,5-dioxo-hexahydro-1-oxa-5lambda*6*-thia-3-aza-inden-2-one). The reagents and catalysts are [Pd] (Pd/C). Run in C1CCOC1 (THF). Yields the product NC1=C(C=C(C[C@@H]2CS(C[C@@H]3N(C(O[C@@H]23)=O)CC2=CC(=CC=C2)C(C)(C)C)(=O)=O)C=C1)F ((3aR*,7S*,7aS*)-7-(4-Amino-3-fluoro-benzyl)-3-(3-tert-butyl-benzyl)-5,5-dioxo-hexa-hydro-1 oxa-5lambda*6*-thia-3-aza-inden-2-one). Reaction SMILES: [C:1]([C:5]1[CH:6]=[C:7]([CH:32]=[CH:33][CH:34]=1)[CH2:8][N:9]1[C@@H:17]2[C@H:12]([C@H:13]([CH2:20][C:21]3[CH:26]=[CH:25][C:24]([N+:27]([O-])=O)=[C:23]([F:30])[CH:22]=3)[CH2:14][S:15](=[O:19])(=[O:18])[CH2:16]2)[O:11][C:10]1=[O:31])([CH3:4])([CH3:3])[CH3:2]>C1COCC1.[Pd]>[NH2:27][C:24]1[CH:25]=[CH:26][C:21]([CH2:20][C@H:13]2[C@H:12]3[C@@H:17]([N:9]([CH2:8][C:7]4[CH:32]=[CH:33][CH:34]=[C:5]([C:1]([CH3:3])([CH3:4])[CH3:2])[CH:6]=4)[C:10](=[O:31])[O:11]3)[CH2:16][S:15](=[O:18])(=[O:19])[CH2:14]2)=[CH:22][C:23]=1[F:30]. Procedure details: A solution of (3aR*,7S*,7aS*)-3-(3-tert-butyl-benzyl)-7-(3-fluoro-4-nitro-benzyl)-5,5-dioxo-hexahydro-1-oxa-5lambda*6*-thia-3-aza-inden-2-one (4.0 g, 8.1 mmol) in THF (150 mL) was hydrogenated over 10% Pd/C (300 mg) at 45° C. and 1 bar. After 16 h the catalyst was filtered off over Celite and the filtrate was evaporated. The residue was recrystallized from THF-hexane to yield the title compound as beige crystals: TLC (hexane-EtOAc 1:1) Rf=0.29; HPLC RtA=1.94 min; ESIMS [M+NH4]+=478; 1H NMR (400 ...